This data is from the Open Reaction Database (ORD), a public repository of structured organic reaction records. The task is: describe an organic reaction: reactants, conditions, products, and yield Reactants: O (water), O (water), FC(SC1=CC=C(C=C1)C1=CC=CC=C1)F (4-[(difluoromethyl)thio]-1,1'-biphenyl), C(C)(=O)O (acetic acid), OO (hydrogen peroxide). Reagents/catalysts: [O-][W](=O)(=O)[O-].[Na+].[Na+] (sodium tungstate). Reaction conditions: temperature 60 celsius. The product is FC(S(=O)(=O)C1=CC=C(C=C1)C1=CC=CC=C1)F (4-[(difluoromethyl)sulfonyl]-1,1'-biphenyl). RXN SMILES: [F:1][CH:2]([F:16])[S:3][C:4]1[CH:9]=[CH:8][C:7]([C:10]2[CH:15]=[CH:14][CH:13]=[CH:12][CH:11]=2)=[CH:6][CH:5]=1.C(O)(=[O:19])C.OO.[OH2:23]>[O-][W]([O-])(=O)=O.[Na+].[Na+]>[F:16][CH:2]([F:1])[S:3]([C:4]1[CH:5]=[CH:6][C:7]([C:10]2[CH:15]=[CH:14][CH:13]=[CH:12][CH:11]=2)=[CH:8][CH:9]=1)(=[O:19])=[O:23] |f:4.5.6|. Procedure details: To a 1-L three-necked flask equipped with an overhead stirrer, thermometer, and vented addition funnel was charged 71.8 g (0.304 mol) of 4-[(difluoromethyl)thio]-1,1'-biphenyl, 280 mL of glacial acetic acid, and 3.0 g of sodium tungstate predissolved in 10 mL of water. The mixture was heated to 60° C., heating was removed, and 90 mL (0.87 mol, 2.9 equiv) of 30% hydrogen peroxide was added dropwise, maintaining the temperature at 60-70° C. After the addition was complete, the mixture was heated a... Reactants: NC(C(=O)N(CC(OCC)OCC)CC1=CC=CC=C1)CC1=CC=C(C=C1)OC(C)(C)C (2-Amino-N-benzyl-3-(4-tert-butoxy-phenyl)-N-(2,2-diethoxy-ethyl)-propionamide), C(C1=CC=CC=C1)NC(N[C@@H](CC(=O)O)CC=C)=O ((3R)-3-(3-Benzyl-ureido)-hex-5-enoic acid), CCN=C=NCCCN(C)C (EDCI), C=1C=CC2=C(C1)N=NN2O (HOBt), CCN(C(C)C)C(C)C (DIEA). Run in CCOC(=O)C (EtOAc), C(Cl)Cl (CH2Cl2), C(Cl)Cl (CH2Cl2). Run at time 40 minute. The product is C(C1=CC=CC=C1)N(C(=O)C(CC1=CC=C(C=C1)OC(C)(C)C)NC(CC(CC=C)NC(=O)NCC1=CC=CC=C1)=O)CC(OCC)OCC (3-(3-Benzyl-ureido)-hex-5-enoic acid [1-[benzyl-(2,2-diethoxy-ethyl)-carbamoyl]-2-(4-tert-butoxy-phenyl)-ethyl]-amide). As a reaction SMILES: [NH2:1][CH:2]([CH2:21][C:22]1[CH:27]=[CH:26][C:25]([O:28][C:29]([CH3:32])([CH3:31])[CH3:30])=[CH:24][CH:23]=1)[C:3]([N:5]([CH2:14][C:15]1[CH:20]=[CH:19][CH:18]=[CH:17][CH:16]=1)[CH2:6][CH:7]([O:11][CH2:12][CH3:13])[O:8][CH2:9][CH3:10])=[O:4].[CH2:33]([NH:40][C:41](=[O:51])[NH:42][C@H:43]([CH2:48][CH:49]=[CH2:50])[CH2:44][C:45](O)=[O:46])[C:34]1[CH:39]=[CH:38][CH:37]=[CH:36][CH:35]=1.CCN=C=NCCCN(C)C.C1C=CC2N(O)N=NC=2C=1.CCN(C(C)C)C(C)C>C(Cl)Cl.CCOC(C)=O>[CH2:14]([N:5]([CH2:6][CH:7]([O:11][CH2:12][CH3:13])[O:8][CH2:9][CH3:10])[C:3]([CH:2]([NH:1][C:45](=[O:46])[CH2:44][CH:43]([NH:42][C:41]([NH:40][CH2:33][C:34]1[CH:39]=[CH:38][CH:37]=[CH:36][CH:35]=1)=[O:51])[CH2:48][CH:49]=[CH2:50])[CH2:21][C:22]1[CH:23]=[CH:24][C:25]([O:28][C:29]([CH3:30])([CH3:32])[CH3:31])=[CH:26][CH:27]=1)=[O:4])[C:15]1[CH:16]=[CH:17][CH:18]=[CH:19][CH:20]=1. Procedure: To a solution of 2-Amino-N-benzyl-3-(4-tert-butoxy-phenyl)-N-(2,2-diethoxy-ethyl)-propionamide in CH2Cl2 (50 ml) was added a solution of (3R)-3-(3-Benzyl-ureido)-hex-5-enoic acid (1.6 g, 6.1 mmol), EDCI (1.17 g, 7.3 mmol, 1.2 eq), HOBt (0.93 g, 7.3 mmol, 1.2 eq), DIEA (2.13 mL, 12.2 mmol, 2.4 eq) in CH2Cl2 (100 mL) stirred for 40 min. The reaction mixture was stirred at room temperature for 14 h, and then diluted with EtOAc, washed with water and brine. The organic layer was dried with Na2SO4 an... The reactants are OC1CCN(Cc2ccccc2)CC1, C1CCOC1, CC(C)OC(=O)N=NC(=O)OC(C)C, O, O=[N+]([O-])c1ccc(O)cc1, c1ccc(P(c2ccccc2)c2ccccc2)cc1. Product: O=[N+]([O-])c1ccc(OC2CCN(Cc3ccccc3)CC2)cc1. RXN SMILES: [CH2:30]([c:31]1[cH:32][cH:33][cH:34][cH:35][cH:36]1)[N:37]1[CH2:38][CH2:39][CH:40]([OH:43])[CH2:41][CH2:42]1.[CH2:58]1[O:59][CH2:60][CH2:61][CH2:62]1.[O:44]=[C:45]([O:46][CH:47]([CH3:48])[CH3:49])[N:50]=[N:51][C:52]([O:53][CH:54]([CH3:55])[CH3:56])=[O:57].[OH2:63].[OH:1][c:2]1[cH:3][cH:4][c:5]([N+:8]([O-:9])=[O:10])[cH:6][cH:7]1.[c:11]1([P:12]([c:13]2[cH:14][cH:15][cH:16][cH:17][cH:18]2)[c:19]2[cH:20][cH:21][cH:22][cH:23][cH:24]2)[cH:25][cH:26][cH:27][cH:28][cH:29]1>>[O:1]([c:2]1[cH:3][cH:4][c:5]([N+:8]([O-:9])=[O:10])[cH:6][cH:7]1)[CH:40]1[CH2:39][CH2:38][N:37]([CH2:30][c:31]2[cH:32][cH:33][cH:34][cH:35][cH:36]2)[CH2:42][CH2:41]1. Reactants: CC(C)(C)OC(=O)N1CCC(O)C1, CCOCC, C1CCCCC1, Cc1ccc(S(=O)(=O)Cl)cc1, c1ccncc1. Yields the product Cc1ccc(S(=O)(=O)OC2CCN(C(=O)OC(C)(C)C)C2)cc1. RXN SMILES: [C:1]([CH3:2])([CH3:3])([CH3:4])[O:5][C:6](=[O:7])[N:8]1[CH2:9][CH:10]([OH:13])[CH2:11][CH2:12]1.[CH2:31]([O:32][CH2:33][CH3:34])[CH3:35].[CH2:36]1[CH2:37][CH2:38][CH2:39][CH2:40][CH2:41]1.[S:14](=[O:15])(=[O:16])([c:17]1[cH:18][cH:19][c:20]([CH3:21])[cH:22][cH:23]1)[Cl:24].[cH:25]1[cH:26][cH:27][n:28][cH:29][cH:30]1>>[C:1]([CH3:2])([CH3:3])([CH3:4])[O:5][C:6](=[O:7])[N:8]1[CH2:9][CH:10]([O:13][S:14](=[O:15])(=[O:16])[c:17]2[cH:18][cH:19][c:20]([CH3:21])[cH:22][cH:23]2)[CH2:11][CH2:12]1. Run at time 15 minute. Product: S1C(=NCC1)C=1NC2=C(C=C(C=C2C1)C)NS(=O)(=O)C=1SC=CC1 (N-[2-(4,5-Dihydro-1,3-thiazol-2-yl)-5-methyl-1H-indol-7-yl]thiophene-2-sulfonamide). Run in ClCCl (dichloromethane). Yield: 89.2%. Procedure details: A mixture of triphenylphosphine oxide (2.6 g), trifluoromethanesulfonic anhydride (0.80 mL) and dichloromethane (25 mL) was stirred for 15 min under ice-cooling. 5-Methyl-7-[(2-thienylsulfonyl)amino]-N-[2-(tritylthio)ethyl]-1H-indole-2-carboxamide (1.0 g) was added, and the mixture was stirred for 2 hr under ice-cooling. The reaction mixture was poured into aqueous sodium hydrogencarbonate solution and extracted with dichloromethane. The aqueous layer was extracted with dichloromethane, and the ... The reactants are C(O)([O-])=O.[Na+] (sodium hydrogencarbonate), C1(=CC=CC=C1)P(C1=CC=CC=C1)(C1=CC=CC=C1)=O (triphenylphosphine oxide), FC(S(=O)(=O)OS(=O)(=O)C(F)(F)F)(F)F (trifluoromethanesulfonic anhydride), CC=1C=C2C=C(NC2=C(C1)NS(=O)(=O)C=1SC=CC1)C(=O)NCCSC(C1=CC=CC=C1)(C1=CC=CC=C1)C1=CC=CC=C1 (5-Methyl-7-[(2-thienylsulfonyl)amino]-N-[2-(tritylthio)ethyl]-1H-indole-2-carboxamide). As a reaction SMILES: C1(P(=O)(C2C=CC=CC=2)C2C=CC=CC=2)C=CC=CC=1.FC(F)(F)S(OS(C(F)(F)F)(=O)=O)(=O)=O.[CH3:36][C:37]1[CH:38]=[C:39]2[C:43](=[C:44]([NH:46][S:47]([C:50]3[S:51][CH:52]=[CH:53][CH:54]=3)(=[O:49])=[O:48])[CH:45]=1)[NH:42][C:41]([C:55]([NH:57][CH2:58][CH2:59][S:60]C(C1C=CC=CC=1)(C1C=CC=CC=1)C1C=CC=CC=1)=O)=[CH:40]2.C(=O)([O-])O.[Na+]>ClCCl>[S:60]1[CH2:59][CH2:58][N:57]=[C:55]1[C:41]1[NH:42][C:43]2[C:39]([CH:40]=1)=[CH:38][C:37]([CH3:36])=[CH:45][C:44]=2[NH:46][S:47]([C:50]1[S:51][CH:52]=[CH:53][CH:54]=1)(=[O:49])=[O:48] |f:3.4|. Reactants: C(C1=CC=CC=C1)C=1C=NC2=C(C=CC=C2C1C(C#N)C1=CC(=CC=C1)OC)C(F)(F)F ([3-Benzyl-8-(trifluoromethyl)quinolin-4-yl](3-methoxyphenyl)acetonitrile), [OH-].[NH4+] (ammonium hydroxide). The solvent is Br (HBr), O (water). The product is C(C1=CC=CC=C1)C=1C=NC2=C(C=CC=C2C1CC=1C=C(C=CC1)O)C(F)(F)F (3-{[3-BENZYL-8-(TRIFLUOROMETHYL)QUINOLIN-4-YL]METHYL}PHENOL). Isolated yield 83.7%. RXN SMILES: [CH2:1]([C:8]1[CH:9]=[N:10][C:11]2[C:16]([C:17]=1[CH:18]([C:21]1[CH:26]=[CH:25][CH:24]=[C:23]([O:27]C)[CH:22]=1)C#N)=[CH:15][CH:14]=[CH:13][C:12]=2[C:29]([F:32])([F:31])[F:30])[C:2]1[CH:7]=[CH:6][CH:5]=[CH:4][CH:3]=1.[OH-].[NH4+]>Br.O>[CH2:1]([C:8]1[CH:9]=[N:10][C:11]2[C:16]([C:17]=1[CH2:18][C:21]1[CH:22]=[C:23]([OH:27])[CH:24]=[CH:25][CH:26]=1)=[CH:15][CH:14]=[CH:13][C:12]=2[C:29]([F:31])([F:32])[F:30])[C:2]1[CH:7]=[CH:6][CH:5]=[CH:4][CH:3]=1 |f:1.2|. Reported procedure: [3-Benzyl-8-(trifluoromethyl)quinolin-4-yl](3-methoxyphenyl)acetonitrile (5.14 g, 11.88 mmol) in 48% HBr (75 mL) is heated at 90° C. for 65 h. Cooled reaction is poured into concentrated ammonium hydroxide (50 mL) diluted with water and ice. The mixture is extracted with ethyl acetate and the combined extracts are dried (MgSO4) and concentrated. The residue is purified via column chromatography using 15:85 ethyl acetate:hexane as the eluent to afford the title compound as a yellow powder (3.91 g... The reactants are ClCCl, O=C(Cl)C(=O)Cl, O=C(O)CCC1CCCC1. The product is O=C(Cl)CCC1CCCC1. Reaction SMILES: [CH2:17]([Cl:18])[Cl:19].[Cl:1][C:2](=[O:3])[C:4]([Cl:5])=[O:6].[OH:7][C:8]([CH2:9][CH2:11][CH:12]1[CH2:13][CH2:14][CH2:15][CH2:16]1)=[O:10]>>[Cl:1][C:2](=[O:3])[CH2:4][CH2:11][CH:12]1[CH2:13][CH2:14][CH2:15][CH2:16]1. The reactants are N1(C=CC2=CC=CC=C12)C1=CC(=NC(=C1)C)NC (4-(1-indolyl)-6-methyl-2-methylaminopyridine), CI (methyl iodide). The solvent is O1CCOCC1 (dioxane). Run at temperature 90 celsius. Yields the product [I-].C[N+]1=C(C=C(C=C1C)N1C=CC2=CC=CC=C12)NC (1,6-dimethyl-4-(1-indolyl)-2-methylaminopyridinium iodide). Yield: 27.0%. Reaction SMILES: [N:1]1([C:10]2[CH:15]=[C:14]([CH3:16])[N:13]=[C:12]([NH:17][CH3:18])[CH:11]=2)[C:9]2[C:4](=[CH:5][CH:6]=[CH:7][CH:8]=2)[CH:3]=[CH:2]1.[CH3:19][I:20]>O1CCOCC1>[I-:20].[CH3:19][N+:13]1[C:14]([CH3:16])=[CH:15][C:10]([N:1]2[C:9]3[C:4](=[CH:5][CH:6]=[CH:7][CH:8]=3)[CH:3]=[CH:2]2)=[CH:11][C:12]=1[NH:17][CH3:18] |f:3.4|. Reported procedure: A mixture of 4-(1-indolyl)-6-methyl-2-methylaminopyridine (0.35 g, 1.48 mM), methyl iodide (0.5 ml) and dioxane (20 ml) was heated at 90° C. for 15 hours. The mixture was cooled. The solid was collected by filtration, washed with dioxan (10 ml) and then recrystallised from methanol. There was thus obtained 1,6-dimethyl-4-(1-indolyl)-2-methylaminopyridinium iodide (0.15 g, 27% yield), m.p. 275°-277° C.; microanalysis, found: C,49.3; H,4.7; N,10.3%; C16H18N3I. 0.5H2O requires: C,49.5; H,4.9; N,10....